The task is: describe an organic reaction: reactants, conditions, products, and yield. This data is from the Open Reaction Database (ORD), a public repository of structured organic reaction records. Reactants: C(C)OC(=O)N1CCN(CC1)C([C@H](CCC(=O)OC(C)(C)C)NC(=O)C1=NC(=NC(=C1)Cl)C1=CC=CC=C1)=O (4-{(S)-4-tert-butoxycarbonyl-2-[(6-chloro-2-phenyl-pyrimidine-4-carbonyl)-amino]-butyryl}-piperazine-1-carboxylic acid ethyl ester), C1(=CC=C(C=C1)B(O)O)C (4-tolylboronic acid). Product: C(C)OC(=O)N1CCN(CC1)C([C@H](CCC(=O)OC(C)(C)C)NC(=O)C1=NC(=NC(=C1)C1=CC=C(C=C1)C)C1=CC=CC=C1)=O (4-{(S)-4-tert-butoxycarbonyl-2-[(2-phenyl-6-p-tolyl-pyrimidine-4-carbonyl)-amino]-butyryl}-piperazine-1-carboxylic acid ethyl ester). RXN SMILES: [CH2:1]([O:3][C:4]([N:6]1[CH2:11][CH2:10][N:9]([C:12](=[O:39])[C@@H:13]([NH:23][C:24]([C:26]2[CH:31]=[C:30](Cl)[N:29]=[C:28]([C:33]3[CH:38]=[CH:37][CH:36]=[CH:35][CH:34]=3)[N:27]=2)=[O:25])[CH2:14][CH2:15][C:16]([O:18][C:19]([CH3:22])([CH3:21])[CH3:20])=[O:17])[CH2:8][CH2:7]1)=[O:5])[CH3:2].[C:40]1([CH3:49])[CH:45]=[CH:44][C:43](B(O)O)=[CH:42][CH:41]=1>>[CH2:1]([O:3][C:4]([N:6]1[CH2:11][CH2:10][N:9]([C:12](=[O:39])[C@@H:13]([NH:23][C:24]([C:26]2[CH:31]=[C:30]([C:43]3[CH:44]=[CH:45][C:40]([CH3:49])=[CH:41][CH:42]=3)[N:29]=[C:28]([C:33]3[CH:38]=[CH:37][CH:36]=[CH:35][CH:34]=3)[N:27]=2)=[O:25])[CH2:14][CH2:15][C:16]([O:18][C:19]([CH3:22])([CH3:21])[CH3:20])=[O:17])[CH2:8][CH2:7]1)=[O:5])[CH3:2]. Reported procedure: This compound was prepared using a method analogous to that of Example 86, step 86.1, 4-{(S)-4-tert-butoxycarbonyl-2-[(6-chloro-2-phenyl-pyrimidine-4-carbonyl)-amino]-butyryl}-piperazine-1-carboxylic acid ethyl ester replacing 2-chloro-6-methyl-pyrimidine-4-carboxylic acid methyl ester and 4-tolylboronic acid replacing phenylboronic acid. Starting materials: O=C1N(C(c2ccccc2)c2ccccc2)c2cccc(-c3cnc4ccccc4c3)c2C12COc1cc3c(cc12)OCCO3, COc1cc2c(cc1C)C1(CO2)C(=O)N(C(c2ccccc2)c2ccccc2)c2ccccc21. Product: O=C1Nc2cccc(-c3cnc4ccccc4c3)c2C12COc1cc3c(cc12)OCCO3. Reaction SMILES: [c:1]1([CH:2]([c:3]2[cH:4][cH:5][cH:6][cH:7][cH:40]2)[N:8]2[C:9](=[O:39])[C:10]3([CH2:11][O:12][c:13]4[cH:14][c:15]5[c:16]([cH:21][c:22]43)[O:17][CH2:18][CH2:19][O:20]5)[c:23]3[c:24](-[c:29]4[cH:30][n:31][c:32]5[cH:33][cH:34][cH:35][cH:36][c:37]5[cH:38]4)[cH:25][cH:26][cH:27][c:28]32)[cH:41][cH:42][cH:43][cH:44][cH:45]1.[c:46]1([CH:47]([c:48]2[cH:49][cH:50][cH:51][cH:52][cH:53]2)[N:54]2[c:55]3[c:56]([cH:57][cH:58][cH:59][cH:60]3)[C:61]3([c:62]4[cH:63][c:64]([CH3:65])[c:66]([O:67][CH3:68])[cH:69][c:70]4[O:71][CH2:72]3)[C:73]2=[O:74])[cH:75][cH:76][cH:77][cH:78][cH:79]1>>[NH:8]1[C:9](=[O:39])[C:10]2([CH2:11][O:12][c:13]3[cH:14][c:15]4[c:16]([cH:21][c:22]32)[O:17][CH2:18][CH2:19][O:20]4)[c:23]2[c:24](-[c:29]3[cH:30][n:31][c:32]4[cH:33][cH:34][cH:35][cH:36][c:37]4[cH:38]3)[cH:25][cH:26][cH:27][c:28]21. The reactants are B, C1CCOC1, C1CCOC1, CCOC(C)=O, CCC(=O)N1CC(c2ccc(NS(=O)(=O)c3ccc(C(C)C)cc3)cc2)C1. Yields the product CCCN1CC(c2ccc(NS(=O)(=O)c3ccc(C(C)C)cc3)cc2)C1. RXN SMILES: [BH3:28].[CH2:29]1[O:30][CH2:31][CH2:32][CH2:33]1.[CH2:40]1[O:41][CH2:42][CH2:43][CH2:44]1.[CH3:34][CH2:35][O:36][C:37](=[O:38])[CH3:39].[CH:1]([CH3:2])([CH3:3])[c:4]1[cH:5][cH:6][c:7]([S:10](=[O:11])(=[O:12])[NH:13][c:14]2[cH:15][cH:16][c:17]([CH:20]3[CH2:21][N:22]([C:24]([CH2:25][CH3:26])=[O:27])[CH2:23]3)[cH:18][cH:19]2)[cH:8][cH:9]1>>[CH:1]([CH3:2])([CH3:3])[c:4]1[cH:5][cH:6][c:7]([S:10](=[O:11])(=[O:12])[NH:13][c:14]2[cH:15][cH:16][c:17]([CH:20]3[CH2:21][N:22]([CH2:24][CH2:25][CH3:26])[CH2:23]3)[cH:18][cH:19]2)[cH:8][cH:9]1. Reactants: C(C)OC(CCCCCCCSC=1NC(=C(N1)C1=CC=CC=C1)C1=CC=CC=C1)=O (8-(4,5-diphenyl-1H-imidazol-2-ylthio)octanoic acid ethyl ester), [OH-].[Na+] (sodium hydroxide). The solvent is C(C)O (ethanol), O (water). Yields the product C1(=CC=CC=C1)C=1N=C(NC1C1=CC=CC=C1)SCCCCCCCC(=O)O (8-(4,5-Diphenyl-1H-imidazol-2-ylthio)octanoic acid). The yield is 41.7%. RXN SMILES: C([O:3][C:4](=[O:30])[CH2:5][CH2:6][CH2:7][CH2:8][CH2:9][CH2:10][CH2:11][S:12][C:13]1[NH:14][C:15]([C:24]2[CH:29]=[CH:28][CH:27]=[CH:26][CH:25]=2)=[C:16]([C:18]2[CH:23]=[CH:22][CH:21]=[CH:20][CH:19]=2)[N:17]=1)C.[OH-].[Na+]>C(O)C.O>[C:24]1([C:15]2[N:14]=[C:13]([S:12][CH2:11][CH2:10][CH2:9][CH2:8][CH2:7][CH2:6][CH2:5][C:4]([OH:30])=[O:3])[NH:17][C:16]=2[C:18]2[CH:23]=[CH:22][CH:21]=[CH:20][CH:19]=2)[CH:25]=[CH:26][CH:27]=[CH:28][CH:29]=1 |f:1.2|. Reported procedure: To a solution of 5.0 g (0.012 mole) 8-(4,5-diphenyl-1H-imidazol-2-ylthio)octanoic acid ethyl ester in 125 ml ethanol was added, dropwise, a solution of 5.0 g sodium hydroxide in 125 ml water. The reaction mixture was stirred at reflux under nitrogen for 4 hours. The solvent was concentrated to half the volume and the remaining solution was extracted with diethyl ether. This organic layer was discarded. The aqueous layer was acidified to pH=1.0 using 1N hydrochloric acid and then extracted with d... Solvent: O (water). Reaction SMILES: [Cl:1][C:2]1[CH:7]=[CH:6][C:5]([CH:8]2[CH2:14][C:13](=[O:15])[O:12][C:10](=O)[CH2:9]2)=[CH:4][CH:3]=1.[NH2:16][C:17]1[CH:22]=[CH:21][N:20]=[CH:19][CH:18]=1.C1(C)C(C)=CC=CC=1.CS(O)(=O)=O>O>[Cl:1][C:2]1[CH:3]=[CH:4][C:5]([CH:8]2[CH2:9][C:10](=[O:12])[N:16]([C:17]3[CH:22]=[CH:21][N:20]=[CH:19][CH:18]=3)[C:13](=[O:15])[CH2:14]2)=[CH:6][CH:7]=1. The product is ClC1=CC=C(C=C1)C1CC(N(C(C1)=O)C1=CC=NC=C1)=O (4-(p-chlorophenyl)-1-(4-pyridyl)-piperidin-2,6-dione). Reaction conditions: time 4 day. Procedure: The starting material is prepared as follows: The mixture of 22.4 g of 3-(p-chlorophenyl)-glutaric anhydride, 10.3 g of 4-aminopyridine, 350 ml of xylene and 1.5 g of methane sulfonic acid is refluxed on a water separator while stirring for 4 days. After the first day an additional 0.5 g of methane sulfonic acid is added and the hot solution is finally decanted from some gummy material. The crystals formed on cooling are filtered off, triturated with hot ethanol, cooled, filtered off again and d... Starting materials: ClC1=CC=C(C=C1)C1CC(=O)OC(C1)=O (3-(p-chlorophenyl)-glutaric anhydride), NC1=CC=NC=C1 (4-aminopyridine), C=1(C(=CC=CC1)C)C (xylene), CS(=O)(=O)O (methane sulfonic acid), CS(=O)(=O)O (methane sulfonic acid). Starting materials: O=C1N(C=2C=3N1CC(NC3C=CC2)=O)CC(=O)OC (Methyl (2,5-dioxo-5,6-dihydro-4H-imidazo[1,5,4-de]quinoxalin-1(2H)-yl)acetate), [OH-].[Na+] (sodium hydroxide), Cl (HCl). Run in CO (MeOH), CC#N (CH3CN). Reaction conditions: time 18 hour. Yields the product O=C1N(C=2C=3N1CC(NC3C=CC2)=O)CC(=O)[O-].[Na+] (Sodium (2,5-dioxo-5,6-dihydro-4H-imidazo[1,5,4-de]quinoxalin-1(2H)-yl)acetate). Reaction SMILES: [O:1]=[C:2]1[N:6]2[CH2:7][C:8](=[O:14])[NH:9][C:10]3[CH:11]=[CH:12][CH:13]=[C:4]([C:5]=32)[N:3]1[CH2:15][C:16]([O:18]C)=[O:17].[OH-].[Na+:21].Cl>CO.CC#N>[O:1]=[C:2]1[N:6]2[CH2:7][C:8](=[O:14])[NH:9][C:10]3[CH:11]=[CH:12][CH:13]=[C:4]([C:5]=32)[N:3]1[CH2:15][C:16]([O-:18])=[O:17].[Na+:21] |f:1.2,6.7|. Reported procedure: To a solution of methyl (2,5-dioxo-5,6-dihydro-4H-imidazo[1,5,4-de]quinoxalin-1(2H)-yl)acetate from Step C (367 mg, 1.40 mmol) in MeOH (40 mL) and CH3CN (5 mL) was added 1.0 N sodium hydroxide (2.82 mL, 2.82 mmol) and the reaction mixture was stirred at ambient temperature for 18 h. The mixture was neutralized with 1 N aqueous HCl and concentrated in vacuo to give the title compound. MS: m/z=248 (M+1). Reactants: BrC1=C(C(=CC=C1)[N+](=O)[O-])C (2-bromo-6-nitrotoluene), [N+](=O)(O)[O-] (HNO3), ice. Solvent: OS(=O)(=O)O (H2SO4). Conditions: temperature 5 celsius, time 8 hour. Product: BrC1=C(C(=C(C=C1)[N+](=O)[O-])[N+](=O)[O-])C (1-bromo-2-methyl-3,4-dinitrobenzene). Isolated yield 76.6%. As a reaction SMILES: [Br:1][C:2]1[CH:7]=[CH:6][CH:5]=[C:4]([N+:8]([O-:10])=[O:9])[C:3]=1[CH3:11].[N+:12]([O-])([OH:14])=[O:13]>OS(O)(=O)=O>[Br:1][C:2]1[CH:7]=[CH:6][C:5]([N+:12]([O-:14])=[O:13])=[C:4]([N+:8]([O-:10])=[O:9])[C:3]=1[CH3:11]. Procedure details: To a cold (0° C.) solution of 2-bromo-6-nitrotoluene (43.2 g, 0.2 mol) in con H2SO4 (600 mL) was added HNO3 (37 g, 0.24 mol) in small portions with efficient agitation while maintaining the temperature at 0-10° C. The reaction mixture was allowed to slowly warm to RT with stirring overnight then poured into crushed ice (1600 g). The solid was collected by filtration, thoroughly washed with water and dried in air. The crude material was recrystallised from EtOAc/hexanes to afford 40 g (77%) of 1-... The reactants are CC(C)(C)OC(=O)NCc1ccc(Br)c(Cl)c1, CC(C)(C)CC=O, CCOCC, [Li]CCCC. The product is CC(C)(C)CC(O)c1ccc(CNC(=O)OC(C)(C)C)cc1Cl. Reaction SMILES: [Br:6][c:7]1[c:8]([Cl:22])[cH:9][c:10]([CH2:11][NH:12][C:13](=[O:14])[O:15][C:16]([CH3:17])([CH3:18])[CH3:19])[cH:20][cH:21]1.[CH3:23][C:24]([CH2:25][CH:26]=[O:27])([CH3:28])[CH3:29].[CH3:30][CH2:31][O:32][CH2:33][CH3:34].[Li:1][CH2:2][CH2:3][CH2:4][CH3:5]>>[c:7]1([CH:26]([CH2:25][C:24]([CH3:23])([CH3:28])[CH3:29])[OH:27])[c:8]([Cl:22])[cH:9][c:10]([CH2:11][NH:12][C:13](=[O:14])[O:15][C:16]([CH3:17])([CH3:18])[CH3:19])[cH:20][cH:21]1.